Dataset: the Open Reaction Database (ORD), a public repository of structured organic reaction records. Task: describe an organic reaction: reactants, conditions, products, and yield Reactants: C(C)OC(=O)N1NC=CC=C1SCC (3-ethylsulfanylpyridazine-2-carboxylic acid ethyl ester), [OH-].[Na+] (sodium hydroxide), Cl (hydrochloric acid). Solvent: CO (methanol). Reaction conditions: temperature 85 celsius, time 4 hour. Product: C(C)SC=1N(NC=CC1)C(=O)O (3-ethylsulfanylpyridazine-2-carboxylic acid). Yield: 27.2%. As a reaction SMILES: C([O:3][C:4]([N:6]1[C:11]([S:12][CH2:13][CH3:14])=[CH:10][CH:9]=[CH:8][NH:7]1)=[O:5])C.[OH-].[Na+].Cl>CO>[CH2:13]([S:12][C:11]1[N:6]([C:4]([OH:5])=[O:3])[NH:7][CH:8]=[CH:9][CH:10]=1)[CH3:14] |f:1.2|. Reported procedure: A mixture of 2.59 g of 3-ethylsulfanylpyridazine-2-carboxylic acid ethyl ester, 5 ml of a 5 M aqueous sodium hydroxide solution, and 8 ml of methanol was stirred at 85° C. for 4 hours. Concentrated hydrochloric acid was poured to the cooled reaction mixture, and the precipitated solid was filtered. The resulting solid was washed with water and dried to obtain 612 mg of 3-ethylsulfanylpyridazine-2-carboxylic acid. 3-Ethylsulfanylpyridazine-2-carboxylic acid Starting materials: C(C)(C)(C)OC(N(CCCCC1=C(C(=C(C=C1)N)S(=O)(=O)C)S(=O)(=O)C)CCC1=C(NC2=CC=C(C=C12)[N+](=O)[O-])C1=CC(=CC(=C1)C)C)=O ({2-[2-(3,5-dimethylphenyl)-5-nitro-1H-indol-3-yl]-ethyl}-[4-(4-amino(dimethanesulfonyl)phenyl)butyl]-carbamic acid tert-butyl ester). The reagents and catalysts are [Pd] (palladium on carbon). Yields the product C(C)(C)(C)OC(N(CCCCC1=C(C(=C(C=C1)N)S(=O)(=O)C)S(=O)(=O)C)CCC1=C(NC2=CC=C(C=C12)N)C1=CC(=CC(=C1)C)C)=O ({2-[5-amino-2-(3,5-dimethylphenyl)-1H-indol-3-yl]ethyl}-[4-(4-amino(dimethanesulfonyl)phenyl)butyl]carbamic acid tert-butyl ester). The yield is 90.5%. Reaction SMILES: [C:1]([O:5][C:6](=[O:49])[N:7]([CH2:27][CH2:28][C:29]1[C:37]2[C:32](=[CH:33][CH:34]=[C:35]([N+:38]([O-])=O)[CH:36]=2)[NH:31][C:30]=1[C:41]1[CH:46]=[C:45]([CH3:47])[CH:44]=[C:43]([CH3:48])[CH:42]=1)[CH2:8][CH2:9][CH2:10][CH2:11][C:12]1[CH:17]=[CH:16][C:15]([NH2:18])=[C:14]([S:19]([CH3:22])(=[O:21])=[O:20])[C:13]=1[S:23]([CH3:26])(=[O:25])=[O:24])([CH3:4])([CH3:3])[CH3:2]>[Pd]>[C:1]([O:5][C:6](=[O:49])[N:7]([CH2:27][CH2:28][C:29]1[C:37]2[C:32](=[CH:33][CH:34]=[C:35]([NH2:38])[CH:36]=2)[NH:31][C:30]=1[C:41]1[CH:42]=[C:43]([CH3:48])[CH:44]=[C:45]([CH3:47])[CH:46]=1)[CH2:8][CH2:9][CH2:10][CH2:11][C:12]1[CH:17]=[CH:16][C:15]([NH2:18])=[C:14]([S:19]([CH3:22])(=[O:20])=[O:21])[C:13]=1[S:23]([CH3:26])(=[O:25])=[O:24])([CH3:2])([CH3:4])[CH3:3]. Procedure details: The title compound was prepared essentially as described in EXAMPLE 2.1 StepE starting from {2-[2-(3,5-dimethylphenyl)-5-nitro-1H-indol-3-yl]-ethyl}-[4-(4-amino(dimethanesulfonyl)phenyl)butyl]-carbamic acid tert-butyl ester (330 mg) and using 10% palladium on carbon as catalyst to give the title compound (286 mg). Starting materials: [OH-].[K+] (Potassium hydroxide), CS(=O)CCl (chloromethyl methyl sulfoxide), C1(=CC=CC=C1)S (thiophenol). Run at temperature 60 celsius. Product: C1(=CC=CC=C1)SCS(=O)C (methyl phenylthiomethyl sulfoxide). Yield: 87.6%. RXN SMILES: [OH-].[K+].[CH3:3][S:4]([CH2:6]Cl)=[O:5].[C:8]1([SH:14])[CH:13]=[CH:12][CH:11]=[CH:10][CH:9]=1>>[C:8]1([S:14][CH2:6][S:4]([CH3:3])=[O:5])[CH:13]=[CH:12][CH:11]=[CH:10][CH:9]=1 |f:0.1|. Procedure details: Potassium hydroxide (460 mg) was added in an atmosphere of nitrogen to a mixture of 560 mg of chloromethyl methyl sulfoxide and 616 mg of thiophenol, and then the mixture was heated at 60° C. for 13.5 hours. With addition of 3 ml. of water, the mixture was extracted with chloroform. The extract was dried using anhydrous sodium sulfate, and then subjected to column-chromatography [silica gel, chloroform-ethyl acetate (9:1 )] to yield 812 mg of methyl phenylthiomethyl sulfoxide having a boiling po...